describe an organic reaction: reactants, conditions, products, and yield From a dataset of the Open Reaction Database (ORD), a public repository of structured organic reaction records. Reactants: C(C1=CC=CC=C1)OC(=O)NC(N1CC(CCC1)C(=O)NC=1C(=CC(=CC1)C(=O)OC)NC(C1=CC=C(C=C1)C(C)(C)C)=O)=NC(=O)OCC1=CC=CC=C1 (N1-[[1-(benzyloxycarbonylamino-(benzyloxycarbonylimino)methyl)piperidin-3-yl]carbonyl]-N2-(4-t-butylbenzoyl)-4-methoxycarbonyl-1,2-benzenediamine), CO (CH3OH), O1CCOCC1 (dioxane), [OH-].[Na+] (NaOH). The solvent is O (water). Run at time 48 hour. Yields the product C(C1=CC=CC=C1)OC(=O)NC(N1CC(CCC1)C(=O)NC=1C(=CC(=CC1)C(=O)O)NC(C1=CC=C(C=C1)C(C)(C)C)=O)=NC(=O)OCC1=CC=CC=C1 (N1-[[1-(benzyloxycarbonylamino(benzyloxycarbonylimino)-methyl)piperidin-3-yl]carbonyl]-N2-(4-t-butylbenzoyl)-4-carboxy-1,2-benzenediamine). Yield: 91.3%. Reaction SMILES: [CH2:1]([O:8][C:9]([NH:11][C:12](=[N:45][C:46]([O:48][CH2:49][C:50]1[CH:55]=[CH:54][CH:53]=[CH:52][CH:51]=1)=[O:47])[N:13]1[CH2:18][CH2:17][CH2:16][CH:15]([C:19]([NH:21][C:22]2[C:23]([NH:32][C:33](=[O:44])[C:34]3[CH:39]=[CH:38][C:37]([C:40]([CH3:43])([CH3:42])[CH3:41])=[CH:36][CH:35]=3)=[CH:24][C:25]([C:28]([O:30]C)=[O:29])=[CH:26][CH:27]=2)=[O:20])[CH2:14]1)=[O:10])[C:2]1[CH:7]=[CH:6][CH:5]=[CH:4][CH:3]=1.CO.O1CCOCC1.[OH-].[Na+]>O>[CH2:49]([O:48][C:46]([NH:45][C:12](=[N:11][C:9]([O:8][CH2:1][C:2]1[CH:3]=[CH:4][CH:5]=[CH:6][CH:7]=1)=[O:10])[N:13]1[CH2:18][CH2:17][CH2:16][CH:15]([C:19]([NH:21][C:22]2[C:23]([NH:32][C:33](=[O:44])[C:34]3[CH:35]=[CH:36][C:37]([C:40]([CH3:43])([CH3:42])[CH3:41])=[CH:38][CH:39]=3)=[CH:24][C:25]([C:28]([OH:30])=[O:29])=[CH:26][CH:27]=2)=[O:20])[CH2:14]1)=[O:47])[C:50]1[CH:55]=[CH:54][CH:53]=[CH:52][CH:51]=1 |f:3.4|. Reported procedure: To a solution of N1-[[1-(benzyloxycarbonylamino-(benzyloxycarbonylimino)methyl)piperidin-3-yl]carbonyl]-N2-(4-t-butylbenzoyl)-4-methoxycarbonyl-1,2-benzenediamine (0.7 g, 0.94 mmol), CH3OH (10 mL), dioxane (10 mL), and water (6 mL) was added 1 N NaOH (3.7 mL, 3.7 mmol) The reaction was stirred for 48 h and was concentrated. The residue was partitioned between H2O (100 mL) and Et2O (100 mL). The aqueous layer was extracted with Et2O (100 mL), acidified to pH, 2.5 with 5 N HCl and extracted with E... Reactants: FC(COC1C(C1C(=O)O)(C)C)(F)F (3-(2,2,2-trifluoroethoxy)-2,2-dimethylcyclopropanecarboxylic acid), C([O-])([O-])=O.[K+].[K+] (potassium carbonate), C(C1=CC=CC=C1)C1=C(NC=C1)CBr (3-benzylpyrrolylmethyl bromide). Run in CN(C)C=O (DMF). Reaction conditions: time 15 hour. Yields the product FC(COC1C(C1C(=O)OCC=1NC=CC1CC1=CC=CC=C1)(C)C)(F)F (3-benzylpyrrolylmethyl 3-(2,2,2-trifluoroethoxy)-2,2-dimethylcyclopropanecarboxylate). RXN SMILES: [F:1][C:2]([F:14])([F:13])[CH2:3][O:4][CH:5]1[CH:7]([C:8]([OH:10])=[O:9])[C:6]1([CH3:12])[CH3:11].C(=O)([O-])[O-].[K+].[K+].[CH2:21]([C:28]1[CH:32]=[CH:31][NH:30][C:29]=1[CH2:33]Br)[C:22]1[CH:27]=[CH:26][CH:25]=[CH:24][CH:23]=1>CN(C=O)C>[F:1][C:2]([F:13])([F:14])[CH2:3][O:4][CH:5]1[CH:7]([C:8]([O:10][CH2:33][C:29]2[NH:30][CH:31]=[CH:32][C:28]=2[CH2:21][C:22]2[CH:27]=[CH:26][CH:25]=[CH:24][CH:23]=2)=[O:9])[C:6]1([CH3:11])[CH3:12] |f:1.2.3|. Procedure details: To 10 ml DMF is added 0.88 g 3-(2,2,2-trifluoroethoxy)-2,2-dimethylcyclopropanecarboxylic acid (4.14 mmol) and 1.146 g potassium carbonate (8.29 mmol), after which is added 4.00 mmol of 3-benzylpyrrolylmethyl bromide. This mixture is stirred under nitrogen for 15 hours. The reaction mixture is extracted with ether and the ether phase is washed with water (3X) and brine, and dried over sodium sulfate. The solvent is then removed to yield 3-benzylpyrrolylmethyl 3-(2,2,2-trifluoroethoxy)-2,2-dimeth... The reactants are CCNC(=O)Nc1cc(-c2nc(C(F)(F)F)cs2)c(-c2ccc3c(c2)c(=O)c(C(=O)OCC)cn3CC2CCN(CCN3CCOCC3)C2)cn1, CO, [Na+], C1CCOC1, [OH-]. Yields the product CCNC(=O)Nc1cc(-c2nc(C(F)(F)F)cs2)c(-c2ccc3c(c2)c(=O)c(C(=O)O)cn3CC2CCN(CCN3CCOCC3)C2)cn1. As a reaction SMILES: [CH2:1]([CH3:2])[NH:3][C:4]([NH:5][c:6]1[cH:7][c:8](-[c:42]2[s:43][cH:44][c:45]([C:47]([F:48])([F:49])[F:50])[n:46]2)[c:9](-[c:12]2[cH:13][c:14]3[c:15](=[O:41])[c:16]([C:36](=[O:37])[O:38][CH2:39][CH3:40])[cH:17][n:18]([CH2:22][CH:23]4[CH2:24][N:25]([CH2:28][CH2:29][N:30]5[CH2:31][CH2:32][O:33][CH2:34][CH2:35]5)[CH2:26][CH2:27]4)[c:19]3[cH:20][cH:21]2)[cH:10][n:11]1)=[O:51].[CH3:54][OH:55].[Na+:53].[O:56]1[CH2:57][CH2:58][CH2:59][CH2:60]1.[OH-:52]>>[CH2:1]([CH3:2])[NH:3][C:4]([NH:5][c:6]1[cH:7][c:8](-[c:42]2[s:43][cH:44][c:45]([C:47]([F:48])([F:49])[F:50])[n:46]2)[c:9](-[c:12]2[cH:13][c:14]3[c:15](=[O:41])[c:16]([C:36](=[O:37])[OH:38])[cH:17][n:18]([CH2:22][CH:23]4[CH2:24][N:25]([CH2:28][CH2:29][N:30]5[CH2:31][CH2:32][O:33][CH2:34][CH2:35]5)[CH2:26][CH2:27]4)[c:19]3[cH:20][cH:21]2)[cH:10][n:11]1)=[O:51]. Starting materials: C(C)OC(CCCOC1=C(C(=CC=C1)CCCCCCOC1=CC(=CC(=C1)S(=O)(=O)C)I)CCC(=O)OCC)=O (4-{2-(2-ethoxycarbonyl-ethyl)-3-[6-(3-iodo-5-methanesulfonyl-phenoxy)-hexyl]-phenoxy}-butyric acid ethyl ester), N1N=C(C=C1)B(O)O (1H-pyrazol-3-ylboronic acid), C([O-])([O-])=O.[K+].[K+] (potassium carbonate). The reagents and catalysts are C=1C=CC(=CC1)[P](C=2C=CC=CC2)(C=3C=CC=CC3)[Pd]([P](C=4C=CC=CC4)(C=5C=CC=CC5)C=6C=CC=CC6)([P](C=7C=CC=CC7)(C=8C=CC=CC8)C=9C=CC=CC9)[P](C=1C=CC=CC1)(C=1C=CC=CC1)C=1C=CC=CC1 (tetrakis(triphenylphosphine)palladium(0)). The product is C(C)OC(CCCOC1=C(C(=CC=C1)CCCCCCOC1=CC(=CC(=C1)C1=NNC=C1)S(=O)(=O)C)CCC(=O)OCC)=O (4-(2-(2-ethoxycarbonyl-ethyl)-3-{6-[3-methanesulfonyl-5-(1H-pyrazol-3-yl)-phenoxy]-hexyl}-phenoxy)-butyric acid ethyl ester). Isolated yield 28.2%. Reaction SMILES: [CH2:1]([O:3][C:4](=[O:40])[CH2:5][CH2:6][CH2:7][O:8][C:9]1[CH:14]=[CH:13][CH:12]=[C:11]([CH2:15][CH2:16][CH2:17][CH2:18][CH2:19][CH2:20][O:21][C:22]2[CH:27]=[C:26]([S:28]([CH3:31])(=[O:30])=[O:29])[CH:25]=[C:24](I)[CH:23]=2)[C:10]=1[CH2:33][CH2:34][C:35]([O:37][CH2:38][CH3:39])=[O:36])[CH3:2].[NH:41]1[CH:45]=[CH:44][C:43](B(O)O)=[N:42]1.C(=O)([O-])[O-].[K+].[K+]>C1C=CC([P]([Pd]([P](C2C=CC=CC=2)(C2C=CC=CC=2)C2C=CC=CC=2)([P](C2C=CC=CC=2)(C2C=CC=CC=2)C2C=CC=CC=2)[P](C2C=CC=CC=2)(C2C=CC=CC=2)C2C=CC=CC=2)(C2C=CC=CC=2)C2C=CC=CC=2)=CC=1>[CH2:1]([O:3][C:4](=[O:40])[CH2:5][CH2:6][CH2:7][O:8][C:9]1[CH:14]=[CH:13][CH:12]=[C:11]([CH2:15][CH2:16][CH2:17][CH2:18][CH2:19][CH2:20][O:21][C:22]2[CH:23]=[C:24]([C:45]3[CH:44]=[CH:43][NH:42][N:41]=3)[CH:25]=[C:26]([S:28]([CH3:31])(=[O:30])=[O:29])[CH:27]=2)[C:10]=1[CH2:33][CH2:34][C:35]([O:37][CH2:38][CH3:39])=[O:36])[CH3:2] |f:2.3.4,^1:58,60,79,98|. Reported procedure: A similar procedure as described in Example 40, step 7 was used, starting from 4-{2-(2-ethoxycarbonyl-ethyl)-3-[6-(3-iodo-5-methanesulfonyl-phenoxy)-hexyl]-phenoxy}-butyric acid ethyl ester (150 mg, 0.22 mmol), 1H-pyrazol-3-ylboronic acid (51.4 mg, 0.45 mmol), tetrakis(triphenylphosphine)palladium(0) (50.8 mg, 0.04 mmol), and potassium carbonate (30.2 mg, 0.22 mmol) to afford 4-(2-(2-ethoxycarbonyl-ethyl)-3-{6-[3-methanesulfonyl-5-(1H-pyrazol-3-yl)-phenoxy]-hexyl}-phenoxy)-butyric acid ethyl est...